From a dataset of the Open Reaction Database (ORD), a public repository of structured organic reaction records. describe an organic reaction: reactants, conditions, products, and yield The reactants are CO, COc1ccc(C(=O)CN2CCCC2c2cccc(OCC3CCN(C(C)C)CC3)c2)cc1, ClCCl, O=C(O)C(F)(F)F, N. The product is COc1ccc(C2CN3CCCC3c3cc(OCC4CCN(C(C)C)CC4)ccc32)cc1. RXN SMILES: [CH3:42][OH:43].[CH:8]([CH3:9])([CH3:10])[N:11]1[CH2:12][CH2:13][CH:14]([CH2:17][O:18][c:19]2[cH:20][c:21]([CH:25]3[N:26]([CH2:30][C:31](=[O:32])[c:33]4[cH:34][cH:35][c:36]([O:39][CH3:40])[cH:37][cH:38]4)[CH2:27][CH2:28][CH2:29]3)[cH:22][cH:23][cH:24]2)[CH2:15][CH2:16]1.[Cl:44][CH2:45][Cl:46].[F:1][C:2]([F:3])([F:4])[C:5]([OH:6])=[O:7].[NH3:41]>>[CH:8]([CH3:9])([CH3:10])[N:11]1[CH2:12][CH2:13][CH:14]([CH2:17][O:18][c:19]2[cH:20][c:21]3[c:22]([cH:23][cH:24]2)[CH:31]([c:33]2[cH:34][cH:35][c:36]([O:39][CH3:40])[cH:37][cH:38]2)[CH2:30][N:26]2[CH:25]3[CH2:29][CH2:28][CH2:27]2)[CH2:15][CH2:16]1. The product is CCOC(=O)C=Cc1ccc2c(c1)CC(N)CC2. Reaction SMILES: [C:1]([O:2][C:3](=[O:4])[NH:8][CH:9]1[CH2:10][c:11]2[cH:12][c:13]([CH:19]=[CH:20][C:21](=[O:22])[O:23][CH2:24][CH3:25])[cH:14][cH:15][c:16]2[CH2:17][CH2:18]1)([CH3:5])([CH3:6])[CH3:7].[CH2:26]([OH:27])[CH3:28].[CH3:30][CH2:31][OH:32].[ClH:29]>>[NH2:8][CH:9]1[CH2:10][c:11]2[cH:12][c:13]([CH:19]=[CH:20][C:21](=[O:22])[O:23][CH2:24][CH3:25])[cH:14][cH:15][c:16]2[CH2:17][CH2:18]1. Starting materials: CCOC(=O)C=Cc1ccc2c(c1)CC(NC(=O)OC(C)(C)C)CC2, CCO, CCO, Cl. The reactants are [N+](=O)([O-])C1=C2C=CC(=NC2=CC=C1)Cl (5-nitro-2-chloroquinoline), FC=1C=C(C=C(C1)F)S(=O)(=O)Cl (3,5-difluorobenzenesulfonyl chloride), COC=1C=CC=C2CCCC(C12)N (8-methoxy-1,2,3,4-tetrahydronaphthalen-1-amine). The product is FC=1C=C(C=C(C1)F)S(=O)(=O)NC1=C2C=CC(=NC2=CC=C1)NC1CCCC2=CC=CC(=C12)OC (rac 3,5-Difluoro-N-[2-(8-methoxy-1,2,3,4-tetrahydro-naphthalen-1-ylamino)-quinolin-5-yl]-benzenesulfonamide). As a reaction SMILES: [N+:1]([C:4]1[CH:13]=[CH:12][CH:11]=[C:10]2[C:5]=1[CH:6]=[CH:7][C:8](Cl)=[N:9]2)([O-])=O.[F:15][C:16]1[CH:17]=[C:18]([S:23](Cl)(=[O:25])=[O:24])[CH:19]=[C:20]([F:22])[CH:21]=1.[CH3:27][O:28][C:29]1[CH:30]=[CH:31][CH:32]=[C:33]2[C:38]=1[CH:37]([NH2:39])[CH2:36][CH2:35][CH2:34]2>>[F:15][C:16]1[CH:17]=[C:18]([S:23]([NH:1][C:4]2[CH:13]=[CH:12][CH:11]=[C:10]3[C:5]=2[CH:6]=[CH:7][C:8]([NH:39][CH:37]2[C:38]4[C:33](=[CH:32][CH:31]=[CH:30][C:29]=4[O:28][CH3:27])[CH2:34][CH2:35][CH2:36]2)=[N:9]3)(=[O:25])=[O:24])[CH:19]=[C:20]([F:22])[CH:21]=1. Procedure details: The title compound, MS: m/e=496.3 (M+H+), was prepared in accordance with the general method of example 13 from 5-nitro-2-chloroquinoline, 3,5-difluorobenzenesulfonyl chloride and 8-methoxy-1,2,3,4-tetrahydronaphthalen-1-amine (CAS 535935-61-6). The reactants are O=C1CCC(=O)N1Br, Cc1cc([N+](=O)[O-])c(C)cc1O, CCCCCC, CCOC(C)=O, ClCCl. The product is Cc1cc([N+](=O)[O-])c(C)c(Br)c1O. Reaction SMILES: [Br:13][N:14]1[C:15](=[O:16])[CH2:17][CH2:18][C:19]1=[O:20].[CH3:1][c:2]1[c:3]([OH:12])[cH:4][c:5]([CH3:11])[c:6]([N+:8](=[O:9])[O-:10])[cH:7]1.[CH3:21][CH2:22][CH2:23][CH2:24][CH2:25][CH3:26].[CH3:27][CH2:28][O:29][C:30](=[O:31])[CH3:32].[Cl:33][CH2:34][Cl:35]>>[CH3:1][c:2]1[c:3]([OH:12])[c:4]([Br:13])[c:5]([CH3:11])[c:6]([N+:8](=[O:9])[O-:10])[cH:7]1. Reactants: ClC=1C=CC2=C(C(=NCC=3N2C(=NN3)C3CC3)C3=C(C=CC=C3)Cl)C1 (8-chloro-6-(o-chlorophenyl)-1-cyclopropyl-4H-s-triazolo[4,3 -a][1,4] benzodiazepine), C(CC)NN (propyl hydrazine), C(COCCO)O (diethylene glycol). Product: NC(C1=C(C=CC=C1)N1C(=NN=C1CC)C=O)(C1=CC=CC=C1)N (4-[α-amino-α-amino-α-phenyl-o-tolyl]-5-ethyl -4H-1,2,4-triazole-3-carboxaldehyde), propylhydrazone. RXN SMILES: Cl[C:2]1[CH:3]=[CH:4][C:5]2[N:11]3[C:12]([CH:15]4C[CH2:16]4)=[N:13][N:14]=C3C[N:8]=[C:7]([C:18]3[CH:23]=[CH:22][CH:21]=[CH:20][C:19]=3Cl)[C:6]=2[CH:25]=1.C([NH:29]N)CC.C(O)CO[CH2:34][CH2:35][OH:36]>>[NH2:29][C:7]([NH2:8])([C:18]1[CH:23]=[CH:22][CH:21]=[CH:20][CH:19]=1)[C:6]1[CH:25]=[CH:2][CH:3]=[CH:4][C:5]=1[N:11]1[C:12]([CH2:15][CH3:16])=[N:13][N:14]=[C:34]1[CH:35]=[O:36]. Reported procedure: In the manner given in Examples 1-7, above, 1ethyl-6-phenyl-4H-s-triazolo[ 4,3-a][1,4]benzodiazepine (III) in diethylene glycol is treated with propyl hydrazine to obtain both A and B 4-[α-amino-α-amino-α-phenyl-o-tolyl]-5-ethyl -4H-1,2,4-triazole-3-carboxaldehyde, propylhydrazone, which is separated by column chromatography into the two diastereomers A and B. Reactants: FC(C=1C=C(C=CC1)S(=O)(=O)OC=1C=CC(=C(N)C1)NC(=O)N)(F)F (5-(3-trifluoromethylphenylsulfonyloxy)-2-ureidoaniline), COC(=O)NC(SC)=NC(=O)OC (N,N'-bismethoxycarbonyl-S-methylisothiourea), C1(=CC=C(C=C1)S(=O)(=O)O)C (p-toluenesulfonic acid). The solvent is C(C)(=O)OCC (ethyl acetate), CO (methanol). Yields the product COC(=O)NC(=NC1=C(C=CC(=C1)OS(=O)(=O)C1=CC(=CC=C1)C(F)(F)F)NC(=O)N)NC(=O)OC (N,N'-Bismethoxycarbonyl-N"-[5-(3-trifluoromethylphenylsulfonyloxy)-2-ureidophenyl]guanidine). As a reaction SMILES: [F:1][C:2]([F:25])([F:24])[C:3]1[CH:4]=[C:5]([S:9]([O:12][C:13]2[CH:14]=[CH:15][C:16]([NH:20][C:21]([NH2:23])=[O:22])=[C:17]([CH:19]=2)[NH2:18])(=[O:11])=[O:10])[CH:6]=[CH:7][CH:8]=1.[CH3:26][O:27][C:28]([NH:30][C:31](=[N:34][C:35]([O:37][CH3:38])=[O:36])SC)=[O:29].C1(C)C=CC(S(O)(=O)=O)=CC=1>C(OCC)(=O)C.CO>[CH3:38][O:37][C:35]([NH:34][C:31]([NH:30][C:28]([O:27][CH3:26])=[O:29])=[N:18][C:17]1[CH:19]=[C:13]([O:12][S:9]([C:5]2[CH:6]=[CH:7][CH:8]=[C:3]([C:2]([F:24])([F:1])[F:25])[CH:4]=2)(=[O:11])=[O:10])[CH:14]=[CH:15][C:16]=1[NH:20][C:21]([NH2:23])=[O:22])=[O:36]. Procedure details: 12.5 g of 5-(3-trifluoromethylphenylsulfonyloxy)-2-ureidoaniline, 13.6 g of N,N'-bismethoxycarbonyl-S-methylisothiourea and 100 mg of p-toluenesulfonic acid in 90 ml of ethyl acetate and 45 ml of methanol are stirred under reflux for 20 minutes. After cooling down, the mixture is evaporated to dryness under reduced pressure, and the residue is stirred with diisopropyl ether and filtered off with suction. Recrystallization from ethyl acetate/diisopropyl ether, melting point 131° C. Starting materials: C(C)(C)(C)OC(N[C@@H](CCCCNC(=O)OCC1=CC=CC=C1)CNC(=O)C1=NC(=C(N=C1N)N)Cl)=O (((S)-5-benzyloxycarbonylamino-1-{[(3,5-diamino-6-chloro-pyrazine-2-carbonyl)-amino]-methyl}-pentyl)-carbamic acid tert-butyl ester), N#N (N2), [H][H] (hydrogen). The reagents and catalysts are [Pd] (palladium on charcoal). Solvent: CCO (EtOH). Run at time 3 hour. Product: C(C)(C)(C)OC(N[C@@H](CCCCN)CNC(=O)C1=NC(=C(N=C1N)N)Cl)=O (((S)-5-Amino-1-{[(3,5-diamino-6-chloro-pyrazine-2-carbonyl)-amino]-methyl}-pentyl)-carbamic acid tert-butyl ester). RXN SMILES: [C:1]([O:5][C:6](=[O:37])[NH:7][C@H:8]([CH2:24][NH:25][C:26]([C:28]1[C:33]([NH2:34])=[N:32][C:31]([NH2:35])=[C:30]([Cl:36])[N:29]=1)=[O:27])[CH2:9][CH2:10][CH2:11][CH2:12][NH:13]C(OCC1C=CC=CC=1)=O)([CH3:4])([CH3:3])[CH3:2].N#N.[H][H]>CCO.[Pd]>[C:1]([O:5][C:6](=[O:37])[NH:7][C@H:8]([CH2:24][NH:25][C:26]([C:28]1[C:33]([NH2:34])=[N:32][C:31]([NH2:35])=[C:30]([Cl:36])[N:29]=1)=[O:27])[CH2:9][CH2:10][CH2:11][CH2:12][NH2:13])([CH3:4])([CH3:2])[CH3:3]. Procedure details: A suspension of ((S)-5-benzyloxycarbonylamino-1-{[(3,5-diamino-6-chloro-pyrazine-2-carbonyl)-amino]-methyl}-pentyl)-carbamic acid tert-butyl ester (0.68 g, 1.27 mmol) in EtOH (20 mL) under an inert atmosphere of N2 is treated with activated palladium on charcoal (10%). The reaction mixture is then placed under a positive pressure of hydrogen and stirred at RT. After 3 h, the catalyst is removed by filtration through Celite® (filter material). The filtrate is concentrated in vacuo and the resulti...